Dataset: the Open Reaction Database (ORD), a public repository of structured organic reaction records. Task: describe an organic reaction: reactants, conditions, products, and yield Starting materials: COc1c2c(c(OC)c(OC)c1OC)CC(CCCCCCCCN)C2, CC(=O)Cl, CCOC(C)=O. Yields the product COc1c2c(c(OC)c(OC)c1OC)CC(CCCCCCCCNC(C)=O)C2. RXN SMILES: [CH3:1][O:2][c:3]1[c:4]2[c:8]([c:9]([O:16][CH3:17])[c:10]([O:14][CH3:15])[c:11]1[O:12][CH3:13])[CH2:7][CH:6]([CH2:18][CH2:19][CH2:20][CH2:21][CH2:22][CH2:23][CH2:24][CH2:25][NH2:26])[CH2:5]2.[CH3:27][C:28]([Cl:29])=[O:30].[CH3:31][CH2:32][O:33][C:34](=[O:35])[CH3:36]>>[CH3:1][O:2][c:3]1[c:4]2[c:8]([c:9]([O:16][CH3:17])[c:10]([O:14][CH3:15])[c:11]1[O:12][CH3:13])[CH2:7][CH:6]([CH2:18][CH2:19][CH2:20][CH2:21][CH2:22][CH2:23][CH2:24][CH2:25][NH:26][C:28]([CH3:27])=[O:30])[CH2:5]2. Reactants: NC1=CC=C(C=C1)N1CC(CC1)N(C(C)=O)C (N-[1-(4-Aminophenyl)pyrrolidin-3-yl]-N-methylacetamide), C(=O)(N1C=NC=C1)N1C=NC=C1 (carbonyldiimidazole), N1=CC(=CC=C1)OC1=CC=C(C=C1)N (4-(pyridin-3-yloxy)phenylamine). Yields the product CN(C(C)=O)C1CN(CC1)C1=CC=C(C=C1)NC(=O)NC1=CC=C(C=C1)OC=1C=NC=CC1 (N-Methyl-N-[1-(4-{3-[4-(pyridin-3-yloxy)phenyl]ureido}phenyl)pyrrolidin-3-yl]acetamide). RXN SMILES: [NH2:1][C:2]1[CH:7]=[CH:6][C:5]([N:8]2[CH2:12][CH2:11][CH:10]([N:13]([CH3:17])[C:14](=[O:16])[CH3:15])[CH2:9]2)=[CH:4][CH:3]=1.[C:18]([N:25]1[CH:29]=[CH:28]N=C1)(N1C=CN=C1)=[O:19].[N:30]1[CH:35]=[CH:34][CH:33]=[C:32]([O:36][C:37]2[CH:42]=CC(N)=[CH:39][CH:38]=2)[CH:31]=1>>[CH3:17][N:13]([CH:10]1[CH2:11][CH2:12][N:8]([C:5]2[CH:4]=[CH:3][C:2]([NH:1][C:18]([NH:25][C:29]3[CH:28]=[CH:42][C:37]([O:36][C:32]4[CH:31]=[N:30][CH:35]=[CH:34][CH:33]=4)=[CH:38][CH:39]=3)=[O:19])=[CH:7][CH:6]=2)[CH2:9]1)[C:14](=[O:16])[CH3:15]. Reported procedure: N-[1-(4-Aminophenyl)pyrrolidin-3-yl]-N-methylacetamide was reacted with carbonyldiimidazole and then with 4-(pyridin-3-yloxy)phenylamine by method A. This resulted in the product with the molecular weight of 445.53 (C25H27N5O3); MS (ESI): 446 (M+H+).